This data is from the Open Reaction Database (ORD), a public repository of structured organic reaction records. The task is: describe an organic reaction: reactants, conditions, products, and yield Reactants: NC=1N=C2N(N=C(C=C2)OC=2C=C(C=CC2)NC(C2=CC(=CC=C2)C2(CC2)C#N)=O)C1 (N-{3-[(2-aminoimidazo[1,2-b]pyridazin-6-yl)oxy]phenyl}-3-(1-cyanocyclopropyl)benzamide), O1CCCC1 (tetrahydrofuran), N1=CC=C(C=C1)C(=O)O (pyridine-4-carboxylic acid), C(C(=O)Cl)(=O)Cl (oxalyl chloride). Reagents/catalysts: CN(C=O)C (N,N-dimethylformamide). Run in CN1C(CCC1)=O (N-methylpyrrolidone). Product: C(#N)C1(CC1)C=1C=C(C(=O)NC=2C=C(OC=3C=CC=4N(N3)C=C(N4)NC(C4=CC=NC=C4)=O)C=CC2)C=CC1 (N-[6-(3-{[3-(1-cyanocyclopropyl)benzoyl]amino}phenoxy)imidazo[1,2-b]pyridazin-2-yl]isonicotinamide). The yield is 59.0%. As a reaction SMILES: [NH2:1][C:2]1[N:3]=[C:4]2[CH:9]=[CH:8][C:7]([O:10][C:11]3[CH:12]=[C:13]([NH:17][C:18](=[O:30])[C:19]4[CH:24]=[CH:23][CH:22]=[C:21]([C:25]5([C:28]#[N:29])[CH2:27][CH2:26]5)[CH:20]=4)[CH:14]=[CH:15][CH:16]=3)=[N:6][N:5]2[CH:31]=1.[N:32]1[CH:37]=[CH:36][C:35]([C:38](O)=[O:39])=[CH:34][CH:33]=1.C(Cl)(=O)C(Cl)=O.O1CCCC1>CN(C)C=O.CN1CCCC1=O>[C:28]([C:25]1([C:21]2[CH:20]=[C:19]([CH:24]=[CH:23][CH:22]=2)[C:18]([NH:17][C:13]2[CH:12]=[C:11]([CH:16]=[CH:15][CH:14]=2)[O:10][C:7]2[CH:8]=[CH:9][C:4]3[N:5]([CH:31]=[C:2]([NH:1][C:38](=[O:39])[C:35]4[CH:36]=[CH:37][N:32]=[CH:33][CH:34]=4)[N:3]=3)[N:6]=2)=[O:30])[CH2:27][CH2:26]1)#[N:29]. Procedure details: Using N-{3-[(2-aminoimidazo[1,2-b]pyridazin-6-yl)oxy]phenyl}-3-(1-cyanocyclopropyl)benzamide (150 mg, 0.365 mmol), pyridine-4-carboxylic acid (54 mg, 0.438 mmol), oxalyl chloride (63 μL, 0.734 mmol), N,N-dimethylformamide (1 drop), tetrahydrofuran (3 mL) and N-methylpyrrolidone (3 mL) as starting materials and in the same manner as in Example 412, the title compound (111 mg, 59%) was obtained as a pale-green powder. Starting materials: C(C)C1OC(CCC(C1)NS(=O)C(C)(C)C)C=1N(N=CC1[N+](=O)[O-])C (N-(2-Ethyl-7-(2-methyl-4-nitro-pyrazol-3-yl)oxepan-4-yl)-2-methyl-propane-2-sulfinamide), CC1OC(CCC(C1)=O)C=1N(N=CC1[N+](=O)[O-])C (2-methyl-7-(2-methyl-4-nitro-pyrazol-3-yl)oxepan-4-one). Product: CC1OC(CCC(C1)NS(=O)C(C)(C)C)C=1N(N=CC1[N+](=O)[O-])C (N-(2-methyl-7-(2-methyl-4-nitro-pyrazol-3-yl)oxepan-4-yl)-2-methyl-propane-2-sulfinamide). Reaction SMILES: [CH2:1]([CH:3]1[CH2:9][CH:8]([NH:10][S:11]([C:13]([CH3:16])([CH3:15])[CH3:14])=[O:12])[CH2:7][CH2:6][CH:5]([C:17]2[N:18]([CH3:25])[N:19]=[CH:20][C:21]=2[N+:22]([O-:24])=[O:23])[O:4]1)C.CC1CC(=O)CCC(C2N(C)N=CC=2[N+]([O-])=O)O1>>[CH3:1][CH:3]1[CH2:9][CH:8]([NH:10][S:11]([C:13]([CH3:16])([CH3:14])[CH3:15])=[O:12])[CH2:7][CH2:6][CH:5]([C:17]2[N:18]([CH3:25])[N:19]=[CH:20][C:21]=2[N+:22]([O-:24])=[O:23])[O:4]1. Procedure details: Following the procedure for Intermediate 13 starting from 2-methyl-7-(2-methyl-4-nitro-pyrazol-3-yl)oxepan-4-one gave N-(2-methyl-7-(2-methyl-4-nitro-pyrazol-3-yl)oxepan-4-yl)-2-methyl-propane-2-sulfinamide as an off-white solid (208 mg, 40% over two steps). 1H NMR (400 MHz, CDCl3) δ 8.01 (s, 1H), 5.63-5.51 (m, 1H), 4.05 (s, 3H), 3.86-3.72 (m, 2H), 3.19-3.11 (m, 1H), 2.22-1.69 (m, 6H), 1.29-1.20 (m, 12H). Procedure: To a solution of 3-cyclobutyl-4-(4-cyclohexyloxy-phenyl)-6-(piperidin-4-yloxy)-pyridazine dihydrochloride (0.17 mmol, 0.08 g) and aqueous formaldehyde (37%, 0.83 mmol, 0.07 mL) in dry DCM (1 mL) was added macroporous resin-bound triacetoxyborohydride (loading 2.36 mmol/gram, 1.0 mmol, 0.42 g). The mixture was shaken for 12 hours. The reaction was placed directly onto a 4 g SiO2 cartridge and the column was eluted with 0-6% (2N NH3 in MeOH) in DCM to give 3-cyclohexyl-4-(4-cyclohexyloxy-phenyl)-6... As a reaction SMILES: Cl.Cl.[CH:3]1([C:7]2[N:8]=[N:9][C:10]([O:26][CH:27]3[CH2:32][CH2:31][NH:30][CH2:29][CH2:28]3)=[CH:11][C:12]=2[C:13]2[CH:18]=[CH:17][C:16]([O:19][CH:20]3[CH2:25][CH2:24][CH2:23][CH2:22][CH2:21]3)=[CH:15][CH:14]=2)[CH2:6][CH2:5][CH2:4]1.[CH2:33]=O.[C:35](O[BH-](OC(=O)C)OC(=O)C)(=O)[CH3:36]>C(Cl)Cl>[CH:3]1([C:7]2[N:8]=[N:9][C:10]([O:26][CH:27]3[CH2:28][CH2:29][N:30]([CH3:33])[CH2:31][CH2:32]3)=[CH:11][C:12]=2[C:13]2[CH:14]=[CH:15][C:16]([O:19][CH:20]3[CH2:25][CH2:24][CH2:23][CH2:22][CH2:21]3)=[CH:17][CH:18]=2)[CH2:6][CH2:36][CH2:35][CH2:5][CH2:4]1 |f:0.1.2|. Solvent: C(Cl)Cl (DCM). Starting materials: SiO2, Cl.Cl.C1(CCC1)C=1N=NC(=CC1C1=CC=C(C=C1)OC1CCCCC1)OC1CCNCC1 (3-cyclobutyl-4-(4-cyclohexyloxy-phenyl)-6-(piperidin-4-yloxy)-pyridazine dihydrochloride), C=O (formaldehyde), C(C)(=O)O[BH-](OC(C)=O)OC(C)=O (triacetoxyborohydride). Product: C1(CCCCC1)C=1N=NC(=CC1C1=CC=C(C=C1)OC1CCCCC1)OC1CCN(CC1)C (3-cyclohexyl-4-(4-cyclohexyloxy-phenyl)-6-(1-methyl-piperidin-4-yloxy)-pyridazine). Reaction conditions: time 12 hour. Reactants: [Mg] (Magnesium), NC=1C=CC2=C(C(C3=C(C=C2)C=CC=C3)=O)C1 (3-amino-5H-dibenzo[a,d]cyclohepten-5-one), [Cl-].[NH4+] (ammonium chloride), C(C)OCCCBr (3-ethoxypropylbromide), Grignard reagent. The solvent is O1CCCC1 (tetrahydrofuran). Run at time 15 minute. The product is NC=1C=CC2=C(C(C3=C(C=C2)C=CC=C3)(O)CCCOCC)C1 (3-Amino-5-(3-ethoxypropyl)-5H-dibenzo[a,d]cyclohepten-5-ol). Reaction SMILES: [Mg].[CH2:2]([O:4][CH2:5][CH2:6][CH2:7]Br)[CH3:3].[NH2:9][C:10]1[CH:11]=[CH:12][C:13]2[CH:19]=[CH:18][C:17]3[CH:20]=[CH:21][CH:22]=[CH:23][C:16]=3[C:15](=[O:24])[C:14]=2[CH:25]=1.[Cl-].[NH4+]>O1CCCC1>[NH2:9][C:10]1[CH:11]=[CH:12][C:13]2[CH:19]=[CH:18][C:17]3[CH:20]=[CH:21][CH:22]=[CH:23][C:16]=3[C:15]([CH2:7][CH2:6][CH2:5][O:4][CH2:2][CH3:3])([OH:24])[C:14]=2[CH:25]=1 |f:3.4|. Procedure: Magnesium turnings (6.2 g., 0.255 mole) covered with dry tetrahydrofuran (30 ml.) in carefully-dried apparatus are treated with a solution of 3-ethoxypropylbromide (42.5 g., 0.255 mole) added dropwise to maintain reflux. After preparation of the Grignard reagent according to standard procedures, the mixture is cooled, and 16 g. (0.072 mole) of 3-amino-5H-dibenzo[a,d]cyclohepten-5-one added in portions over 5 minutes. The reaction is stirred 15 minutes, then poured into 200 ml. of saturated aqueo... The reactants are F[B-](F)(F)F, Cc1cc(C(C)(C)C)nc(C(C)(C)C)c1, CC(C)(C)OC(=O)NC(CO)CC(=O)OCc1ccccc1, C[O+](C)C, ClCCl. The product is COCC(CC(=O)OCc1ccccc1)NC(=O)OC(C)(C)C. As a reaction SMILES: [B-:38]([F:39])([F:40])([F:41])[F:42].[C:23]([c:24]1[cH:25][c:26]([CH3:27])[cH:28][c:29]([C:30]([CH3:31])([CH3:32])[CH3:33])[n:34]1)([CH3:35])([CH3:36])[CH3:37].[CH2:1]([c:2]1[cH:3][cH:4][cH:5][cH:6][cH:7]1)[O:8][C:9](=[O:10])[CH2:11][CH:12]([CH2:13][OH:14])[NH:15][C:16]([O:17][C:18]([CH3:19])([CH3:20])[CH3:21])=[O:22].[CH3:43][O+:44]([CH3:45])[CH3:46].[Cl:47][CH2:48][Cl:49]>>[CH2:1]([c:2]1[cH:3][cH:4][cH:5][cH:6][cH:7]1)[O:8][C:9](=[O:10])[CH2:11][CH:12]([CH2:13][O:14][CH3:23])[NH:15][C:16]([O:17][C:18]([CH3:19])([CH3:20])[CH3:21])=[O:22]. Reactants: C(=O)C=1SC=C(C1)C(=O)O (2-formyl-4-thiophenecarboxylic acid), C(=O)(N1C=NC=C1)N1C=NC=C1 (1,1'-carbonyldiimidazole), CNC (dimethylamine). Solvent: O1CCCC1 (tetrahydrofuran). Reaction conditions: time 2 hour. The product is CN(C)C(=O)C=1C=C(SC1)C=O (4-[(N,N-Dimethylamino)carbonyl]-2-thiophenecarboxaldehyde). Isolated yield 79.0%. As a reaction SMILES: [CH:1]([C:3]1[S:4][CH:5]=[C:6]([C:8]([OH:10])=O)[CH:7]=1)=[O:2].[C:11](N1C=CN=C1)([N:13]1C=CN=[CH:14]1)=O.CNC>O1CCCC1>[CH3:11][N:13]([C:8]([C:6]1[CH:7]=[C:3]([CH:1]=[O:2])[S:4][CH:5]=1)=[O:10])[CH3:14]. Procedure: To a solution of 2-formyl-4-thiophenecarboxylic acid (prepared according to Gronowitz, S., et al., Arkiv. for Kemi. 21:265 (1963)) (1.24 g, 7.94 mmoles) in 50 ml of tetrahydrofuran was added 1,1'-carbonyldiimidazole (1.80 g, 11.10 mmoles) the solution stirred under dry argon for 11/2 hours and treated with excess gaseous dimethylamine. The solution was concentrated in vacuo to an oil which was dissolved in ethyl acetate (60 ml) and extracted with 1N hydrochloric acid (1×30 ml) followed by 5% sod...